This data is from the Open Reaction Database (ORD), a public repository of structured organic reaction records. The task is: describe an organic reaction: reactants, conditions, products, and yield The product is CS(=O)(=O)O.COC=1C=C(CN2C(C(CC2)(CC2=CC(=CC=C2)F)CCN2CCC(CC2)NC2=NC3=C(N2CCOCC)C=CC=C3)=O)C=C(C1OC)OC (1-(3,4,5-trimethoxybenzyl)-3-(2-(4-(1-(2-ethoxyethyl)-1H-benzimidazol-2-yl-amino)piperidin-1-yl)ethyl)-3-(3-fluorophenylmethyl)-2-oxopyrrolidine methanesulfonic acid salt). Reaction conditions: time 1 hour. As a reaction SMILES: [CH3:1][O:2][C:3]1[CH:4]=[C:5]([CH:44]=[C:45]([O:49][CH3:50])[C:46]=1[O:47][CH3:48])[CH2:6][N:7]1[CH2:11][CH2:10][C:9]([CH2:20][CH2:21][N:22]2[CH2:27][CH2:26][CH:25]([NH:28][C:29]3[N:33]([CH2:34][CH2:35][O:36][CH2:37][CH3:38])[C:32]4[CH:39]=[CH:40][CH:41]=[CH:42][C:31]=4[N:30]=3)[CH2:24][CH2:23]2)([CH2:12][C:13]2[CH:18]=[CH:17][CH:16]=[C:15]([F:19])[CH:14]=2)[C:8]1=[O:43].[CH3:51][S:52]([OH:55])(=[O:54])=[O:53]>C(OCC)(=O)C>[CH3:51][S:52]([OH:55])(=[O:54])=[O:53].[CH3:50][O:49][C:45]1[CH:44]=[C:5]([CH:4]=[C:3]([O:2][CH3:1])[C:46]=1[O:47][CH3:48])[CH2:6][N:7]1[CH2:11][CH2:10][C:9]([CH2:20][CH2:21][N:22]2[CH2:27][CH2:26][CH:25]([NH:28][C:29]3[N:33]([CH2:34][CH2:35][O:36][CH2:37][CH3:38])[C:32]4[CH:39]=[CH:40][CH:41]=[CH:42][C:31]=4[N:30]=3)[CH2:24][CH2:23]2)([CH2:12][C:13]2[CH:18]=[CH:17][CH:16]=[C:15]([F:19])[CH:14]=2)[C:8]1=[O:43] |f:3.4|. Reported procedure: Combine 1-(3,4,5-trimethoxybenzyl)-3-(2-(4-(1-(2-ethoxyethyl)-1H-benzimidazol-2-yl-amino)piperidin-1-yl)ethyl)-3-(3-fluorophenylmethyl)-2-oxopyrrolidine (0.53 g, 0.74 mmol) and methanesulfonic acid (0.15 g, 1.6 mmol) in ethyl acetate. Heat to reflux. After 1 hour, allow to cool to ambient temperature to form a solid. Decant the supernatant and add diethyl ether and stir. Repeatedly, decant the supernatant and add diethyl ether. Decant the supernatant and evaporate in vacuo to give the title comp... Reactants: COC=1C=C(CN2C(C(CC2)(CC2=CC(=CC=C2)F)CCN2CCC(CC2)NC2=NC3=C(N2CCOCC)C=CC=C3)=O)C=C(C1OC)OC (1-(3,4,5-trimethoxybenzyl)-3-(2-(4-(1-(2-ethoxyethyl)-1H-benzimidazol-2-yl-amino)piperidin-1-yl)ethyl)-3-(3-fluorophenylmethyl)-2-oxopyrrolidine), CS(=O)(=O)O (methanesulfonic acid). Run in C(C)(=O)OCC (ethyl acetate). The reactants are CCOC(C)=O, Cc1nnc2n1-c1ccc(I)cc1C(c1ccccc1Cl)=NC2, C#CCOc1ccccc1. Product: Cc1nnc2n1-c1ccc(C#CCOc3ccccc3)cc1C(c1ccccc1Cl)=NC2. As a reaction SMILES: [CH3:34][CH2:35][O:36][C:37](=[O:38])[CH3:39].[Cl:1][c:2]1[c:3]([C:8]2=[N:9][CH2:10][c:11]3[n:12]([c:20]([CH3:23])[n:21][n:22]3)-[c:13]3[c:14]2[cH:15][c:16]([I:19])[cH:17][cH:18]3)[cH:4][cH:5][cH:6][cH:7]1.[O:24]([c:25]1[cH:26][cH:27][cH:28][cH:29][cH:30]1)[CH2:31][C:32]#[CH:33]>>[Cl:1][c:2]1[c:3]([C:8]2=[N:9][CH2:10][c:11]3[n:12]([c:20]([CH3:23])[n:21][n:22]3)-[c:13]3[c:14]2[cH:15][c:16]([C:33]#[C:32][CH2:31][O:24][c:25]2[cH:26][cH:27][cH:28][cH:29][cH:30]2)[cH:17][cH:18]3)[cH:4][cH:5][cH:6][cH:7]1. RXN SMILES: [Cl:1][C:2]([Cl:7])([Cl:6])[C:3](Cl)=[O:4].[CH3:8][C:9]1[CH2:16][S:15][CH:14]2[N:11]([C:12](=[O:27])[CH:13]2[NH:17]C(=O)CC2C=CC=CC=2)[C:10]=1[C:28]([O:30][CH2:31][C:32]([Cl:35])([Cl:34])[Cl:33])=[O:29].O>N1C=CC=CC=1.C1C=CC=CC=1>[CH3:8][C:9]1[CH2:16][S:15][CH:14]2[N:11]([C:12](=[O:27])[CH:13]2[NH:17][C:3](=[O:4])[C:2]([Cl:7])([Cl:6])[Cl:1])[C:10]=1[C:28]([O:30][CH2:31][C:32]([Cl:35])([Cl:33])[Cl:34])=[O:29]. Reported procedure: Trichloroacetyl chloride (1.04 cc.) is added, over the course of 30 minutes and with vigorous stirring, to a solution, cooled to -10°C, of 3-methyl-8-oxo-7-phenylacetamido-2-trichloroethoxycarbonyl-5-thia-1-aza-bicyclo[4,2,0]oct-2-ene (1.38 g) in pyridine (15 cc.). Thereafter, the mixture is stirred for 2 hours 30 minutes at a temperature of between -3° and -1°C. The mixture is then poured into water and crushed ice (100 cc.) and a maroon paste-like product settles out. After removing the liquid... The product is CC1=C(N2C(C(C2SC1)NC(C(Cl)(Cl)Cl)=O)=O)C(=O)OCC(Cl)(Cl)Cl (3-methyl-8-oxo-7-trichloroacetamido-2-trichloroethoxycarbonyl-5-thia-1-aza-bicyclo[4,2,0]oct-2-ene). Solvent: N1=CC=CC=C1 (pyridine), C1=CC=CC=C1 (benzene). Reactants: ClC(C(=O)Cl)(Cl)Cl (Trichloroacetyl chloride), CC1=C(N2C(C(C2SC1)NC(CC1=CC=CC=C1)=O)=O)C(=O)OCC(Cl)(Cl)Cl (3-methyl-8-oxo-7-phenylacetamido-2-trichloroethoxycarbonyl-5-thia-1-aza-bicyclo[4,2,0]oct-2-ene), ice, O (water). Reaction conditions: time 30 minute. Reactants: NN1C(=C(C=C1)C)C(=O)NC1=CC=CC=C1 (1-amino-3-methyl-N-phenyl-1H-pyrrole-2-carboxamide), C(C)(C)(C)OC(=O)N[C@H](C(=O)O)C ((S)-2-(tert-butoxycarbonylamino)propanoic acid), 22a. The product is CC1=C(N(C=C1)NC([C@H](C)NC(OC(C)(C)C)=O)=O)C(NC1=CC=CC=C1)=O ((S)-tert-Butyl 1-(3-methyl-2-(phenylcarbamoyl)-1H-pyrrol-1-ylamino)-1-oxopropan-2-ylcarbamate). Isolated yield 23.0%. Reaction SMILES: [NH2:1][N:2]1[CH:6]=[CH:5][C:4]([CH3:7])=[C:3]1[C:8]([NH:10][C:11]1[CH:16]=[CH:15][CH:14]=[CH:13][CH:12]=1)=[O:9].[C:17]([O:21][C:22]([NH:24][C@@H:25]([CH3:29])[C:26](O)=[O:27])=[O:23])([CH3:20])([CH3:19])[CH3:18]>>[CH3:7][C:4]1[CH:5]=[CH:6][N:2]([NH:1][C:26](=[O:27])[C@@H:25]([NH:24][C:22](=[O:23])[O:21][C:17]([CH3:19])([CH3:18])[CH3:20])[CH3:29])[C:3]=1[C:8](=[O:9])[NH:10][C:11]1[CH:12]=[CH:13][CH:14]=[CH:15][CH:16]=1. Procedure: Prepared from 2.00 g (9.29 mmol) of 1-amino-3-methyl-N-phenyl-1H-pyrrole-2-carboxamide and 2.11 g (11.15 mmol) of (S)-2-(tert-butoxycarbonylamino)propanoic acid following the experimental procedure described in Preparation 22a. After purification by flash chromatography (0 to 10% methanol in dichloromethane), 825 mg (23% yield) of the title product were obtained. RXN SMILES: [CH2:1]([c:2]1[cH:3][cH:4][cH:5][cH:6][cH:7]1)[O:8][c:9]1[c:10]([C:28](=[O:29])[O:30][CH3:31])[n:11][n:12]2[c:13]1[C:14](=[O:27])[N:15]([CH2:19][c:20]1[cH:21][cH:22][c:23]([F:26])[cH:24][cH:25]1)[CH2:16][CH2:17][CH2:18]2.[CH3:32][C:33](=[O:34])[OH:35]>>[OH:8][c:9]1[c:10]([C:28](=[O:29])[O:30][CH3:31])[n:11][n:12]2[c:13]1[C:14](=[O:27])[N:15]([CH2:19][c:20]1[cH:21][cH:22][c:23]([F:26])[cH:24][cH:25]1)[CH2:16][CH2:17][CH2:18]2. Reactants: COC(=O)c1nn2c(c1OCc1ccccc1)C(=O)N(Cc1ccc(F)cc1)CCC2, CC(=O)O. Product: COC(=O)c1nn2c(c1O)C(=O)N(Cc1ccc(F)cc1)CCC2. The reactants are OC(/C=C/C1C(C(CC1)=O)C\C=C/CCCC(=O)O)CCCCC (7-[2-(3-hydroxy-3-pentyl-trans-1-propenyl)-5-oxo-cyclo-pentyl]-cis-5-heptenoic acid), three, [BH4-].[Na+] (NaBH4), C(C)(=O)O (acetic acid). Solvent: CO (methanol). Product: OC(/C=C/C1C(C(CC1)O)C\C=C/CCCC(=O)O)CCCCC (7-[2-(3-hydroxy-3-pentyl-trans-1-propenyl)-5-hydroxy-cyclopentyl]-cis-5-heptenoic acid). Reaction SMILES: [OH:1][CH:2]([CH2:20][CH2:21][CH2:22][CH2:23][CH3:24])/[CH:3]=[CH:4]/[CH:5]1[CH2:9][CH2:8][C:7](=[O:10])[CH:6]1[CH2:11]/[CH:12]=[CH:13]\[CH2:14][CH2:15][CH2:16][C:17]([OH:19])=[O:18].[BH4-].[Na+].C(O)(=O)C>CO>[OH:1][CH:2]([CH2:20][CH2:21][CH2:22][CH2:23][CH3:24])/[CH:3]=[CH:4]/[CH:5]1[CH2:9][CH2:8][CH:7]([OH:10])[CH:6]1[CH2:11]/[CH:12]=[CH:13]\[CH2:14][CH2:15][CH2:16][C:17]([OH:19])=[O:18] |f:1.2|. Procedure details: 50 mg of 7-[2-(3-hydroxy-3-pentyl-trans-1-propenyl)-5-oxo-cyclo-pentyl]-cis-5-heptenoic acid were dissolved in 20 ml of methanol and in the course of 1.5 hours three 50 mg portions of NaBH4 were added. The reaction solution was adjusted to pH 7 with glacial acetic acid, the solvent was distilled off under reduced pressure, the residue was acidified in 1 ml of H2O with 2 N hydrochloric acid to pH 1 and extracted three times with 150 ml portions of ether. The combined ether extracts were washed wi...